Task: describe an organic reaction: reactants, conditions, products, and yield. Dataset: the Open Reaction Database (ORD), a public repository of structured organic reaction records Starting materials: [Na] (sodium), methyl ester, N[C@@H](CS(=O)(O)=O)C(=O)O (cysteic acid), [Na] (sodium), methyl ester, N[C@@H](CS(=O)(O)=O)C(=O)O (cysteic acid), C[C@H]1[C@H]([C@H](C[C@@H](O1)O[C@H]2C[C@@](CC=3C2=C(C4=C(C3O)C(=O)C5=CC=CC(=C5C4=O)OC)O)(C(=O)CO)O)N)O.Cl (doxorubicin hydrochloride). The solvent is solution. Conditions: time 20 minute. The product is C[C@H]1[C@H]([C@H](C[C@@H](O1)O[C@H]2C[C@@](CC=3C2=C(C4=C(C3O)C(=O)C5=CC=CC(=C5C4=O)OC)O)(C(=O)CO)O)N)O (doxorubicin). As a reaction SMILES: [CH3:1][C@@H:2]1[O:7][C@@H:6]([O:8][C@@H:9]2[C:14]3=[C:15]([OH:32])[C:16]4[C:28](=[O:29])[C:27]5[C:22](=[CH:23][CH:24]=[CH:25][C:26]=5[O:30][CH3:31])[C:20](=[O:21])[C:17]=4[C:18]([OH:19])=[C:13]3[CH2:12][C@@:11]([OH:37])([C:33]([CH2:35][OH:36])=[O:34])[CH2:10]2)[CH2:5][C@H:4]([NH2:38])[C@@H:3]1[OH:39].Cl.[Na].N[C@H](C(O)=O)CS(=O)(O)=O>>[CH3:1][C@@H:2]1[O:7][C@@H:6]([O:8][C@@H:9]2[C:14]3=[C:15]([OH:32])[C:16]4[C:28](=[O:29])[C:27]5[C:22](=[CH:23][CH:24]=[CH:25][C:26]=5[O:30][CH3:31])[C:20](=[O:21])[C:17]=4[C:18]([OH:19])=[C:13]3[CH2:12][C@@:11]([OH:37])([C:33]([CH2:35][OH:36])=[O:34])[CH2:10]2)[CH2:5][C@H:4]([NH2:38])[C@@H:3]1[OH:39] |f:0.1,^1:40|. Procedure: 50 ml doxorubicin hydrochloride solution (8.6 mg/ml) was added drop-wise under stirring to 200 ml of a solution containing sodium salt of methyl ester of N-all-trans-retinoyl cysteic acid (3 mg/mL) and sodium salt of methyl ester of 13-cis-retinoyl cysteic acid (3 mg/ml) in 500 ml round-bottom flask. Stirring was continued for an additional 20 min. The doxorubicin concentration in the obtained formulation was 1.6 mg/ml. The solution obtained was filtered through 0.2 mm filter and freeze dried. T...